Dataset: the Open Reaction Database (ORD), a public repository of structured organic reaction records. Task: describe an organic reaction: reactants, conditions, products, and yield The reactants are C(C)(C)N(C(C)C)CC (N,N-Diisopropylethylamine), BrCC#N (bromoacetonitrile), N(=[N+]=[N-])C1=C(COC(=O)NCCC[C@@H](C(=O)O)NC(=O)OC(C)(C)C)C=CC=C1 ((S)-5-((((2-azidobenzyl)oxy)carbonyl)amino)-2-((tert-butoxycarbonyl)amino)pentanoic acid). Run in C(C)#N (acetonitrile). Run at time 3.5 hour. The product is N(=[N+]=[N-])C1=C(COC(=O)NCCC[C@@H](C(=O)OCC#N)NC(=O)OC(C)(C)C)C=CC=C1 ((S)-cyanomethyl 5-((((2-azidobenzyl)oxy)carbonyl)amino)-2-((tert-butoxycarbonyl)amino)pentanoate). Yield: 100.0%. As a reaction SMILES: [CH:1]([N:4](CC)C(C)C)(C)[CH3:2].BrCC#N.[N:14]([C:17]1[CH:42]=[CH:41][CH:40]=[CH:39][C:18]=1[CH2:19][O:20][C:21]([NH:23][CH2:24][CH2:25][CH2:26][C@H:27]([NH:31][C:32]([O:34][C:35]([CH3:38])([CH3:37])[CH3:36])=[O:33])[C:28]([OH:30])=[O:29])=[O:22])=[N+:15]=[N-:16]>C(#N)C>[N:14]([C:17]1[CH:42]=[CH:41][CH:40]=[CH:39][C:18]=1[CH2:19][O:20][C:21]([NH:23][CH2:24][CH2:25][CH2:26][C@H:27]([NH:31][C:32]([O:34][C:35]([CH3:38])([CH3:36])[CH3:37])=[O:33])[C:28]([O:30][CH2:2][C:1]#[N:4])=[O:29])=[O:22])=[N+:15]=[N-:16]. Reported procedure: N,N-Diisopropylethylamine (205 μL, 1.176 mmol) and subsequently bromoacetonitrile (373 μL, 5.34 mmol) were added to a solution of (S)-5-((((2-azidobenzyl)oxy)carbonyl)amino)-2-((tert-butoxycarbonyl)amino)pentanoic acid (Compound tk61) (435.5 mg, 1.069 mmol) in acetonitrile (1 mL) at room temperature under a nitrogen atmosphere. The reaction mixture was stirred at the same temperature for 3.5 hours and then concentrated under reduced pressure, and the resulting crude product was purified by norma... Reactants: C1CCOC1, CCN(C(C)C)C(C)C, O=C(Cl)CCCCCl, CCOC(=O)Cc1ccccc1N. Yields the product CCOC(=O)Cc1ccccc1NC(=O)CCCCCl. RXN SMILES: [CH2:31]1[O:32][CH2:33][CH2:34][CH2:35]1.[CH:14]([N:15]([CH:16]([CH3:17])[CH3:18])[CH2:19][CH3:20])([CH3:21])[CH3:22].[Cl:23][CH2:24][CH2:25][CH2:26][CH2:27][C:28](=[O:29])[Cl:30].[NH2:1][c:2]1[c:3]([CH2:8][C:9](=[O:10])[O:11][CH2:12][CH3:13])[cH:4][cH:5][cH:6][cH:7]1>>[NH:1]([c:2]1[c:3]([CH2:8][C:9](=[O:10])[O:11][CH2:12][CH3:13])[cH:4][cH:5][cH:6][cH:7]1)[C:28]([CH2:27][CH2:26][CH2:25][CH2:24][Cl:23])=[O:29]. Run at temperature 110 celsius, time 24 hour. The product is FC1=CC=C(NC2=C(C(=O)OC(C)(C)C)C=CC(=C2)\C=C\C2=CC(=CC=C2)O)C=C1 (tert-butyl 2-(4-fluoroanilino)-4-((E)-2-(3-hydroxyphenyl)vinyl)benzoate). Reactants: FC1=CC=C(NC2=C(C(=O)OC(C)(C)C)C=CC(=C2)C=C)C=C1 (tert-butyl 2-(4-fluoroanilino)-4-vinylbenzoate), IC=1C=C(C=CC1)O (3-iodophenol), C([O-])([O-])=O.[Cs+].[Cs+] (cesium carbonate), bis(acetato)triphenylphosphine palladium (II). As a reaction SMILES: [F:1][C:2]1[CH:23]=[CH:22][C:5]([NH:6][C:7]2[CH:19]=[C:18]([CH:20]=[CH2:21])[CH:17]=[CH:16][C:8]=2[C:9]([O:11][C:12]([CH3:15])([CH3:14])[CH3:13])=[O:10])=[CH:4][CH:3]=1.I[C:25]1[CH:26]=[C:27]([OH:31])[CH:28]=[CH:29][CH:30]=1.C(=O)([O-])[O-].[Cs+].[Cs+]>[Br-].C([N+](CCCC)(CCCC)CCCC)CCC.C1(C)C=CC=CC=1>[F:1][C:2]1[CH:23]=[CH:22][C:5]([NH:6][C:7]2[CH:19]=[C:18](/[CH:20]=[CH:21]/[C:25]3[CH:30]=[CH:29][CH:28]=[C:27]([OH:31])[CH:26]=3)[CH:17]=[CH:16][C:8]=2[C:9]([O:11][C:12]([CH3:15])([CH3:13])[CH3:14])=[O:10])=[CH:4][CH:3]=1 |f:2.3.4,5.6|. Run in C1(=CC=CC=C1)C (toluene). Procedure details: To toluene 3.0 mL solution of tert-butyl 2-(4-fluoroanilino)-4-vinylbenzoate 0.12 g were added 3-iodophenol 0.17 g, cesium carbonate 0.25 g, tetrabutylammonium bromide 37 mg and polymer-carried bis(acetato)triphenylphosphine palladium (II) 58 mg at room temperature, and it was stirred at 110° C. for 24 hours. After the reaction mixture was cooled to room temperature, insoluble matter was filtrated, ethyl acetate and 10% citric acid aqueous solution were added to it. The organic layer was separat... Reagents/catalysts: [Br-].C(CCC)[N+](CCCC)(CCCC)CCCC (tetrabutylammonium bromide). The reactants are CCCCCC (hexane), COC1=C(C=CC=C1)S(=O)(=O)C1=CC=C(C=C1)NC(C(C(F)(F)F)(C)O)=O (N-[4-(2-methoxyphenylsulfonyl)-phenyl]-3,3,3-trifluoro-2-hydroxy-2-methylpropanamide), B(Br)(Br)Br (boron tribromide), solution, B(Br)(Br)Br (boron tribromide). Run in C(Cl)Cl (methylene chloride), C(Cl)Cl (methylene chloride), C(C)(=O)OCC (ethyl acetate), C(Cl)Cl (methylene chloride). Run at time 3 hour. The product is OC1=C(C=CC=C1)S(=O)(=O)C1=CC=C(C=C1)NC(C(C(F)(F)F)(C)O)=O (N-[4-(2-Hydroxyphenylsulfonyl)phenyl]-3,3,3-trifluoro-2-hydroxy-2-methylpropanamide). The yield is 77.1%. RXN SMILES: C[O:2][C:3]1[CH:8]=[CH:7][CH:6]=[CH:5][C:4]=1[S:9]([C:12]1[CH:17]=[CH:16][C:15]([NH:18][C:19](=[O:27])[C:20]([OH:26])([CH3:25])[C:21]([F:24])([F:23])[F:22])=[CH:14][CH:13]=1)(=[O:11])=[O:10].B(Br)(Br)Br.CCCCCC>C(Cl)Cl.C(OCC)(=O)C>[OH:2][C:3]1[CH:8]=[CH:7][CH:6]=[CH:5][C:4]=1[S:9]([C:12]1[CH:13]=[CH:14][C:15]([NH:18][C:19](=[O:27])[C:20]([OH:26])([CH3:25])[C:21]([F:24])([F:22])[F:23])=[CH:16][CH:17]=1)(=[O:10])=[O:11]. Procedure: To a stirred suspension of N-[4-(2-methoxyphenylsulfonyl)-phenyl]-3,3,3-trifluoro-2-hydroxy-2-methylpropanamide (1.14 g, 2.8 mmol) in dry methylene chloride (30 mL) was added boron tribromide (8.5 mL of a 1.0M solution of boron tribromide in methylene chloride, 8.5 mmol). The resulting solution was stirred at room temperature for 3 hours, diluted with methylene chloride (50 mL) and washed with water. The organic layer was dried (MgSO4) and concentrated in vacuo to yield an off-white solid which ... The reactants are BrC=1C=NC2=CC=CC=C2C1 (3-bromoquinoline), NC=1C=CC=C2CCC(C12)=O (7-aminoindan-1-one), C([O-])([O-])=O.[K+].[K+] (potassium carbonate). The reagents and catalysts are [Cu]I (copper (I) iodide). The solvent is CN1C(CCC1)=O (N-methylpyrrolidone). Run at temperature 200 celsius, time 2 hour. Product: N1=CC(=CC2=CC=CC=C12)NC=1C=CC=C2CCC(C12)=O (7-(quinolin-3-ylamino)-indan-1-one). Yield: 27.8%. Reaction SMILES: Br[C:2]1[CH:3]=[N:4][C:5]2[C:10]([CH:11]=1)=[CH:9][CH:8]=[CH:7][CH:6]=2.[NH2:12][C:13]1[CH:14]=[CH:15][CH:16]=[C:17]2[C:21]=1[C:20](=[O:22])[CH2:19][CH2:18]2.C(=O)([O-])[O-].[K+].[K+]>[Cu]I.CN1CCCC1=O>[N:4]1[C:5]2[C:10](=[CH:9][CH:8]=[CH:7][CH:6]=2)[CH:11]=[C:2]([NH:12][C:13]2[CH:14]=[CH:15][CH:16]=[C:17]3[C:21]=2[C:20](=[O:22])[CH2:19][CH2:18]3)[CH:3]=1 |f:2.3.4|. Reported procedure: 0.43 g of 3-bromoquinoline, 0.29 g of 7-aminoindan-1-one, 0.08 g of copper (I) iodide, 0.41 g of potassium carbonate, and 4 ml of N-methylpyrrolidone were mixed, and then the mixture was stirred for 2 hours at 200° C. The resultant mixture was purified by silica gel column chromatography to obtain 0.15 g of 7-(quinolin-3-ylamino)-indan-1-one (Compound Number 50). Reactants: O=C(C(C(=O)OC)=NOC)C (methyl 3-oxo-2-methoxyiminobutyrate), BrBr (bromine). The solvent is C(Cl)(Cl)Cl (chloroform), C(Cl)(Cl)Cl (chloroform). Run at temperature 40 celsius. Yields the product BrCC(C(C(=O)OC)=NOC)=O (methyl 4-bromo-3-oxo-2-methoxyiminobutyrate). The yield is 87.4%. RXN SMILES: [O:1]=[C:2]([CH3:11])[C:3](=[N:8][O:9][CH3:10])[C:4]([O:6][CH3:7])=[O:5].[Br:12]Br>C(Cl)(Cl)Cl>[Br:12][CH2:11][C:2](=[O:1])[C:3](=[N:8][O:9][CH3:10])[C:4]([O:6][CH3:7])=[O:5]. Reported procedure: In 150 ml of chloroform is dissolved 40 g of methyl 3-oxo-2-methoxyiminobutyrate and the solution is heated to 40° C. Then, a solution of 40 g bromine in 50 ml chloroform is added dropwise over a period of an hour. Thereafter, the reaction is continued under stirring at room temperature for an hour. The reaction mixture is washed with a 5% aqueous solution of sodium hydrogen carbonate and water in the order mentioned, and the organic layer is dried. The solvent is then distilled off to obtain 52... Reactants: [Cl-].C(#N)C[P+](C)(C)C ((cyanomethyl)trimethylphosphonium chloride), C[Si](C)(C)[N-][Si](C)(C)C.[K+] (potassium bis(trimethylsilyl)amide), FC1=C(C=CC=C1)C(C)O (1-(2-fluorophenyl)ethanol), FC1(CCN(CC1)C(=O)C=1NC2=CC=C(C=C2C1)C(=O)N1CCN(CC1)C(C)C)F ((4,4-Difluoro-piperidin-1-yl)-[5-(4-isopropyl-piperazine-1-carbonyl)-1H-indol-2-yl]-methanone). Solvent: C1(=CC=CC=C1)C (toluene). Product: FC1(CCN(CC1)C(=O)C=1N(C2=CC=C(C=C2C1)C(=O)N1CCN(CC1)C(C)C)C(C)C1=C(C=CC=C1)F)F ((4,4-Difluoro-piperidin-1-yl)-[1-[1-(2-fluoro-phenyl)-ethyl]-5-(4-isopropyl-piperazine-1-carbonyl)-1H-indol-2-yl]-methanone). Isolated yield 15.0%. Reaction SMILES: [Cl-].C(C[P+](C)(C)C)#N.C[Si]([N-][Si](C)(C)C)(C)C.[K+].[F:19][C:20]1[CH:25]=[CH:24][CH:23]=[CH:22][C:21]=1[CH:26](O)[CH3:27].[F:29][C:30]1([F:58])[CH2:35][CH2:34][N:33]([C:36]([C:38]2[NH:39][C:40]3[C:45]([CH:46]=2)=[CH:44][C:43]([C:47]([N:49]2[CH2:54][CH2:53][N:52]([CH:55]([CH3:57])[CH3:56])[CH2:51][CH2:50]2)=[O:48])=[CH:42][CH:41]=3)=[O:37])[CH2:32][CH2:31]1>C1(C)C=CC=CC=1>[F:58][C:30]1([F:29])[CH2:35][CH2:34][N:33]([C:36]([C:38]2[N:39]([CH:26]([C:21]3[CH:22]=[CH:23][CH:24]=[CH:25][C:20]=3[F:19])[CH3:27])[C:40]3[C:45]([CH:46]=2)=[CH:44][C:43]([C:47]([N:49]2[CH2:50][CH2:51][N:52]([CH:55]([CH3:56])[CH3:57])[CH2:53][CH2:54]2)=[O:48])=[CH:42][CH:41]=3)=[O:37])[CH2:32][CH2:31]1 |f:0.1,2.3|. Reported procedure: The title compound was synthesized in analogy to example 74, from (cyanomethyl)-trimethylphosphonium chloride (prepared according to Tetrahedron Lett. 1996, 37 (14), 2459-62), potassium bis(trimethylsilyl)amide, 1-(2-fluorophenyl)ethanol and (4,4-difluoro-piperidin-1-yl)-[5-(4-isopropyl-piperazine-1-carbonyl)-1H-indol-2-yl]-methanone (example 32) in toluene, to give the desired product as a light brown foam (15%). Starting materials: BrC=1C=CC(=C(C1)C(CC(C(=O)NC=1C=CC2=C(C(=NOC2=O)C)C1)(C(F)(F)F)O)(C)C)OC ((+)-6-[4-(5-bromo-2-methoxyphenyl)-2-hydroxy-4-methyl-2-(trifluoromethyl)valeroylamino]-4-methyl-2,3-benzoxazin-1-one), C(C)(=O)OCC (ethyl acetate), C([O-])(O)=O.[Na+] (sodium bicarbonate). The solvent is ClCCl (dichloromethane), B(Br)(Br)Br (boron tribromide), ClCCl (dichloromethane). The product is BrC=1C=CC(=C(C1)C(CC(C(=O)NC=1C=CC2=C(C(=NOC2=O)C)C1)(C(F)(F)F)O)(C)C)O ((+)-6-[4-(5-bromo-2-hydroxyphenyl)-2-hydroxy-4-methyl-2-(trifluoromethyl)valeroylamino]-4-methyl-2,3-benzoxazin-1-one). Yield: 80.8%. As a reaction SMILES: [Br:1][C:2]1[CH:3]=[CH:4][C:5]([O:33]C)=[C:6]([C:8]([CH3:32])([CH3:31])[CH2:9][C:10]([OH:30])([C:26]([F:29])([F:28])[F:27])[C:11]([NH:13][C:14]2[CH:15]=[CH:16][C:17]3[C:22](=[O:23])[O:21][N:20]=[C:19]([CH3:24])[C:18]=3[CH:25]=2)=[O:12])[CH:7]=1.C(OCC)(=O)C.C(=O)(O)[O-].[Na+]>ClCCl.B(Br)(Br)Br>[Br:1][C:2]1[CH:3]=[CH:4][C:5]([OH:33])=[C:6]([C:8]([CH3:32])([CH3:31])[CH2:9][C:10]([OH:30])([C:26]([F:27])([F:29])[F:28])[C:11]([NH:13][C:14]2[CH:15]=[CH:16][C:17]3[C:22](=[O:23])[O:21][N:20]=[C:19]([CH3:24])[C:18]=3[CH:25]=2)=[O:12])[CH:7]=1 |f:2.3|. Reported procedure: 43.2 mg of (+)-6-[4-(5-bromo-2-methoxyphenyl)-2-hydroxy-4-methyl-2-(trifluoromethyl)valeroylamino]-4-methyl-2,3-benzoxazin-1-one in 2.5 ml of dichloromethane and 0.4 ml of 1 M boron tribromide in dichloromethane are stirred for 1.5 hours at 0° C. and mixed with ethyl acetate and sodium bicarbonate solution. The organic phase is washed with water, dried, concentrated by evaporation, and the residue is chromatographed on silica gel (hexane/ethyl acetate, 1.5+1). After crystallization from diisopro...